From a dataset of the Open Reaction Database (ORD), a public repository of structured organic reaction records. describe an organic reaction: reactants, conditions, products, and yield Reactants: CN(C)C1CCNC1, CCSC1=NC(=O)C(=Cc2ccc3c(cnn3Cc3ccc(C(F)(F)F)cc3C(F)(F)F)c2)S1. The product is CN(C)C1CCN(C2=NC(=O)C(=Cc3ccc4c(cnn4Cc4ccc(C(F)(F)F)cc4C(F)(F)F)c3)S2)C1. RXN SMILES: [CH3:35][N:36]([CH:37]1[CH2:38][NH:39][CH2:40][CH2:41]1)[CH3:42].[F:1][C:2]([c:3]1[c:4]([CH2:5][n:6]2[n:7][cH:8][c:9]3[cH:10][c:11]([CH:15]=[C:16]4[C:17](=[O:24])[N:18]=[C:19]([S:21][CH2:22][CH3:23])[S:20]4)[cH:12][cH:13][c:14]23)[cH:25][cH:26][c:27]([C:29]([F:30])([F:31])[F:32])[cH:28]1)([F:33])[F:34]>>[F:1][C:2]([c:3]1[c:4]([CH2:5][n:6]2[n:7][cH:8][c:9]3[cH:10][c:11]([CH:15]=[C:16]4[C:17](=[O:24])[N:18]=[C:19]([N:39]5[CH2:38][CH:37]([N:36]([CH3:35])[CH3:42])[CH2:41][CH2:40]5)[S:20]4)[cH:12][cH:13][c:14]23)[cH:25][cH:26][c:27]([C:29]([F:30])([F:31])[F:32])[cH:28]1)([F:33])[F:34]. Starting materials: [Cl-].[Y+3].[Cl-].[Cl-] (yttrium chloride), C(C)(=O)[O-].[Na+] (sodium acetate), solution, methylene-carboxylate, Cl (HCl). The solvent is [2H]O[2H] (deuterium oxide), [2H]O[2H] (deuterium oxide). Yields the product C(C)(=O)[O-].[Y+3].C(C)(=O)[O-].C(C)(=O)[O-] (yttrium acetate). As a reaction SMILES: Cl.[Cl-].[Y+3:3].[Cl-].[Cl-].[C:6]([O-:9])(=[O:8])[CH3:7].[Na+]>[2H]O[2H]>[C:6]([O-:9])(=[O:8])[CH3:7].[Y+3:3].[C:6]([O-:9])(=[O:8])[CH3:7].[C:6]([O-:9])(=[O:8])[CH3:7] |f:1.2.3.4,5.6,8.9.10.11|. Reported procedure: The same experimental methods were used for this study as were used for Example 8. The STARBURST™ polyamidoamine methylene-carboxylate terminated material (0.40 g 62.5% active, remainder sodium bromide, 0.12 mmol) was dissolved in 4-5 mL of deuterium oxide. The resultant pH was 11.5-12, which was lowered to 9.4 with 6N HCl prior to the experiment. A solution of yttrium acetate was prepared by dissolving yttrium chloride (0.1125 g, 0.37 mmol) and sodium acetate (0.0915 g, 1.1 mmol) in 1.5 mL of d... Starting materials: C(C)(C)(C)OC(=O)N[C@@H](CC1=CC=C(C=C1)OCC1=CC=CC=C1)C(=O)O (N-tertiarybutoxycarbonyl-O-benzyl-L-tyrosine), CN1CCOCC1 (N-methylmorpholine), C1CCC(CC1)N=C=NC2CCCCC2 (DCC), ON1N=NC2=C1C=CC=C2 (1-hydroxybenzotriazole), Cl.CN (methylamine HCl). Run in C(Cl)Cl (CH2Cl2). Yields the product CNC([C@@H](NC(=O)OC(C)(C)C)CC1=CC=C(C=C1)OCC1=CC=CC=C1)=O (N-tertiarybutoxycarbonyl-O-benzyl-L-tyrosine N-methylamide). As a reaction SMILES: [C:1]([O:5][C:6]([NH:8][C@H:9]([C:25]([OH:27])=O)[CH2:10][C:11]1[CH:16]=[CH:15][C:14]([O:17][CH2:18][C:19]2[CH:24]=[CH:23][CH:22]=[CH:21][CH:20]=2)=[CH:13][CH:12]=1)=[O:7])([CH3:4])([CH3:3])[CH3:2].O[N:29]1[C:33]2C=CC=CC=2N=N1.Cl.CN.CN1CCOCC1.C1CCC(N=C=NC2CCCCC2)CC1>C(Cl)Cl>[CH3:33][NH:29][C:25](=[O:27])[C@H:9]([CH2:10][C:11]1[CH:16]=[CH:15][C:14]([O:17][CH2:18][C:19]2[CH:24]=[CH:23][CH:22]=[CH:21][CH:20]=2)=[CH:13][CH:12]=1)[NH:8][C:6]([O:5][C:1]([CH3:4])([CH3:3])[CH3:2])=[O:7] |f:2.3|. Procedure: To a solution of N-tertiarybutoxycarbonyl-O-benzyl-L-tyrosine (7.4 g, 20 mM), 1-hydroxybenzotriazole (3 g, 20 mM), methylamine HCl (1.3 g, 20 mM) and N-methylmorpholine (2 g, 20 mM) in CH2Cl2 (20 ml) stired and cooled to 0° was added DCC (4.2 g, 20 mM). After being allowed to stir and warm to room temperature overnight the reaction mixture was filtered and washed with saturated aqueous sodium bicarbonate solution, 3N citric acid and brine. The dried organic extract was then concentrated in vacuo... Reactants: N1C(NCC1)=O (2-imidazolidinone), C([O-])([O-])=O.[K+].[K+] (potassium carbonate), [I-].[K+] (potassium iodide), ClC1=CC=C(CCl)C=C1 (4-chlorobenzyl chloride). Run in O (water), CS(=O)C (dimethylsulfoxide). Run at time 1.3 hour. The product is ClC1=CC=C(CN2C(NCC2)=O)C=C1 (1(4-Chlorobenzyl)-2-imidazolidinone). Yield: 92.0%. As a reaction SMILES: [NH:1]1[CH2:5][CH2:4][NH:3][C:2]1=[O:6].C(=O)([O-])[O-].[K+].[K+].[I-].[K+].[Cl:15][C:16]1[CH:23]=[CH:22][C:19]([CH2:20]Cl)=[CH:18][CH:17]=1>CS(C)=O.O>[Cl:15][C:16]1[CH:23]=[CH:22][C:19]([CH2:20][N:1]2[CH2:5][CH2:4][NH:3][C:2]2=[O:6])=[CH:18][CH:17]=1 |f:1.2.3,4.5|. Procedure: A 21.5 g (0.25 mole) portion of 2-imidazolidinone in 300 ml of dimethylsulfoxide was treated with 34.5 g (0.25 mole) of potassium carbonate, 10 g (0.06 mole) of potassium iodide and 40.5 g (0.25 mole) of 4-chlorobenzyl chloride. The reaction mixture was heated to 100° over 0.3 hours, held at 100° with rapid stirring for 1.3 hours and poured into 1.3 l of water. The aqueous mixture was extracted with 1.3 l of chloroform. The chloroform extract was washed with 150 ml of water, dried over magnesium... Starting materials: CC1=CC=C(C=C1)C1C(NC(NC1=O)=O)=O (5-(4-Methylphenyl)barbituric Acid), Br (hydrobromic acid). Run in O (water). Run at time 3 hour. Product: BrC1(C(NC(NC1=O)=O)=O)C1=CC=C(C=C1)C (5-Bromo-5-(4-Methylphenyl)barbituric Acid). As a reaction SMILES: [CH3:1][C:2]1[CH:7]=[CH:6][C:5]([CH:8]2[C:13](=[O:14])[NH:12][C:11](=[O:15])[NH:10][C:9]2=[O:16])=[CH:4][CH:3]=1.[BrH:17]>O>[Br:17][C:8]1([C:5]2[CH:4]=[CH:3][C:2]([CH3:1])=[CH:7][CH:6]=2)[C:9](=[O:16])[NH:10][C:11](=[O:15])[NH:12][C:13]1=[O:14]. Procedure: To a suspension of 5-(4-Methylphenyl)barbituric Acid (218 mg) in 2 ml of water, kept at 10° C. under stirring, 136 μl of 48% hydrobromic acid are added then 56 μl of brominr are dropped and the stirring is continued for 3 hours. The precipitate which formed is recovered by filtration and washed with water, then it is dried under vacuum to give 270 mg of the product, m.p. 210-213° C.